Dataset: the Open Reaction Database (ORD), a public repository of structured organic reaction records. Task: describe an organic reaction: reactants, conditions, products, and yield Reactants: C(C1=CC=CC=C1)(=O)C1=C(C=CC=C1C)CC#N ((2-benzoyl-3-methylphenyl)acetonitrile), Cl.CCOC(=O)C (HCl EtOAc). Reagents/catalysts: [Pt]=O (platinum oxide). Solvent: CCO (EtOH). Reaction conditions: time 3 day. Yields the product Cl.C1(CCCCC1)C1=NCCC2=CC=CC(=C12)C (1-cyclohexyl-8-methyl-3,4-dihydroisoquinoline hydrochloride). As a reaction SMILES: [C:1]([C:9]1[C:14]([CH3:15])=[CH:13][CH:12]=[CH:11][C:10]=1[CH2:16][C:17]#[N:18])(=O)[C:2]1[CH:7]=[CH:6][CH:5]=[CH:4][CH:3]=1.[ClH:19].CCOC(C)=O>[Pt]=O.CCO>[ClH:19].[CH:2]1([C:1]2[C:9]3[C:10](=[CH:11][CH:12]=[CH:13][C:14]=3[CH3:15])[CH2:16][CH2:17][N:18]=2)[CH2:7][CH2:6][CH2:5][CH2:4][CH2:3]1 |f:1.2,5.6|. Procedure details: To (2-benzoyl-3-methylphenyl)acetonitrile (4.6 g) were added EtOH (70 mL), 4 M HCl/EtOAc (15 mL), and platinum oxide (IV) (0.40 g), followed by stirring under a hydrogen atmosphere for 3 days. The reaction liquid was filtered through celite and then concentrated. Toluene was added to the concentrate, followed by extraction with an aqueous 1 M HCl solution. A 28% aqueous ammonia solution was added to the aqueous layer, which was then extracted with toluene and dried over magnesium sulfate. The so...